Dataset: the Open Reaction Database (ORD), a public repository of structured organic reaction records. Task: describe an organic reaction: reactants, conditions, products, and yield Starting materials: COC(=O)Cc1ccc(-n2cnc3cnccc32)cc1, Cl. Product: Cl, O=C(O)Cc1ccc(-n2cnc3cnccc32)cc1. Reaction SMILES: [CH3:1][O:2][C:3]([CH2:4][c:5]1[cH:6][cH:7][c:8](-[n:11]2[cH:12][n:13][c:14]3[cH:15][n:16][cH:17][cH:18][c:19]23)[cH:9][cH:10]1)=[O:20].[ClH:21]>>[ClH:21].[O:2]=[C:3]([CH2:4][c:5]1[cH:6][cH:7][c:8](-[n:11]2[cH:12][n:13][c:14]3[cH:15][n:16][cH:17][cH:18][c:19]23)[cH:9][cH:10]1)[OH:20]. The reactants are C1CCNCC1, CCO, O=C1Cc2c(Cl)ccnc2N1, Cc1cc(C(=O)NCCN2CCOCC2)[nH]c1C=O. Yields the product Cc1cc(C(=O)NCCN2CCOCC2)[nH]c1C=C1C(=O)Nc2nccc(Cl)c21. Reaction SMILES: [CH2:31]1[CH2:32][CH2:33][NH:34][CH2:35][CH2:36]1.[CH3:37][CH2:38][OH:39].[Cl:1][c:2]1[c:3]2[c:4]([n:5][cH:6][cH:7]1)[NH:8][C:9](=[O:11])[CH2:10]2.[O:12]1[CH2:13][CH2:14][N:15]([CH2:18][CH2:19][NH:20][C:21](=[O:22])[c:23]2[nH:24][c:25]([CH:29]=[O:30])[c:26]([CH3:28])[cH:27]2)[CH2:16][CH2:17]1>>[Cl:1][c:2]1[c:3]2[c:4]([n:5][cH:6][cH:7]1)[NH:8][C:9](=[O:11])[C:10]2=[CH:29][c:25]1[nH:24][c:23]([C:21]([NH:20][CH2:19][CH2:18][N:15]2[CH2:14][CH2:13][O:12][CH2:17][CH2:16]2)=[O:22])[cH:27][c:26]1[CH3:28].